This data is from the Open Reaction Database (ORD), a public repository of structured organic reaction records. The task is: describe an organic reaction: reactants, conditions, products, and yield Starting materials: CCO, CC(=O)[O-], CC(C)(C)OC(=O)CCC1(C)CO1, O=[N+]([O-])c1c[nH]c(Cl)n1, [Na+]. Yields the product CC(O)(CCC(=O)OC(C)(C)C)Cn1cc([N+](=O)[O-])nc1Cl. Reaction SMILES: [CH3:28][CH2:29][OH:30].[CH3:2][C:3](=[O:4])[O-:5].[CH3:6][C:7]1([CH2:10][CH2:11][C:12](=[O:13])[O:14][C:15]([CH3:16])([CH3:17])[CH3:18])[O:8][CH2:9]1.[Cl:19][c:20]1[nH:21][cH:22][c:23]([N+:25](=[O:26])[O-:27])[n:24]1.[Na+:1]>>[CH3:6][C:7]([OH:8])([CH2:9][n:21]1[c:20]([Cl:19])[n:24][c:23]([N+:25](=[O:26])[O-:27])[cH:22]1)[CH2:10][CH2:11][C:12](=[O:13])[O:14][C:15]([CH3:16])([CH3:17])[CH3:18]. Starting materials: C(C1=CC=CC=C1)OC(=O)N1[C@@H](CCC1)C(NC1=CC(=CC=C1)B1OC(C(O1)(C)C)(C)C)=O ((S)-2-[3-(4,4,5,5-tetramethyl-[1,3,2]dioxaborolan-2-yl)-phenylcarbamoyl]-pyrrolidine-1-carboxylic acid benzyl ester), BrC1=CC2=C(N=CS2)C=C1 (6-bromo-benzothiazole), Pd[P(Ph)3]4, CN(C)C=O (DMF). The solvent is CO (methanol), C(=O)(O)[O-].[Na+] (NaHCO3). Conditions: temperature 70 celsius. The product is C(C1=CC=CC=C1)OC(=O)N1[C@@H](CCC1)C(NC1=CC(=CC=C1)C1=CC2=C(N=CS2)C=C1)=O ((S)-2-(3-Benzothiazol-6-yl-phenylcarbamoyl)-pyrrolidine-1-carboxylic acid benzyl ester). RXN SMILES: [CH2:1]([O:8][C:9]([N:11]1[CH2:15][CH2:14][CH2:13][C@H:12]1[C:16](=[O:33])[NH:17][C:18]1[CH:23]=[CH:22][CH:21]=[C:20](B2OC(C)(C)C(C)(C)O2)[CH:19]=1)=[O:10])[C:2]1[CH:7]=[CH:6][CH:5]=[CH:4][CH:3]=1.Br[C:35]1[CH:43]=[CH:42][C:38]2[N:39]=[CH:40][S:41][C:37]=2[CH:36]=1.CN(C=O)C>CO.C([O-])(O)=O.[Na+]>[CH2:1]([O:8][C:9]([N:11]1[CH2:15][CH2:14][CH2:13][C@H:12]1[C:16](=[O:33])[NH:17][C:18]1[CH:23]=[CH:22][CH:21]=[C:20]([C:35]2[CH:43]=[CH:42][C:38]3[N:39]=[CH:40][S:41][C:37]=3[CH:36]=2)[CH:19]=1)=[O:10])[C:2]1[CH:7]=[CH:6][CH:5]=[CH:4][CH:3]=1 |f:4.5|. Procedure: A solution of (S)-2-[3-(4,4,5,5-tetramethyl-[1,3,2]dioxaborolan-2-yl)-phenylcarbamoyl]-pyrrolidine-1-carboxylic acid benzyl ester (74 mg, 0.16 mmol), 6-bromo-benzothiazole (34.9 mg, 0.16 mmol), and Pd[P(Ph)3]4 (12.1 mg, 6.4 mol %) in methanol (2 mL), NaHCO3 (sat. aq., 300 μL), and DMF (400 μL) was degassed and heated to 70° C. overnight in a sealed vial. The reaction was cooled, filtered, and purified by reverse phase HPLC to give the desired product. Yield 5.6 mg. MS: 458.1 (M+H+); H1 NMR (DMSO... Starting materials: ClC1=CC2=C(N=C(S2)N)C=C1 (6-Chloro-benzothiazol-2-ylamine), [OH-].[K+] (KOH), Cl (HCl). Run in O (water). The product is NC1=C(C=C(C=C1)Cl)S (2-Amino-5-chloro-benzenethiol). Isolated yield 68.0%. RXN SMILES: [Cl:1][C:2]1[CH:11]=[CH:10][C:5]2[N:6]=C(N)[S:8][C:4]=2[CH:3]=1.[OH-].[K+].Cl>O>[NH2:6][C:5]1[CH:10]=[CH:11][C:2]([Cl:1])=[CH:3][C:4]=1[SH:8] |f:1.2|. Reported procedure: A solution of 6-chloro-benzothiazol-2-ylamine (Example 200, 17.8 g, 96.7 mmol) and KOH (EM, 87 g, 1.55 mol) in 150 mL of water was refluxed for 2 d. The mixture was cooled to room temperature and was diluted with ice. The solution was brought to pH 5 with concentrated HCl. The mixture was extracted 3× with EtOAc (300 mL). The organic layers were combined and washed twice with a brine solution (300 mL), dried over Na2SO4. Removal of the solvent under reduced pressure gave 10.5 g product. The reactants are OC(=O)CCCCCCCCC (capric acid), [OH-].[Na+] (sodium hydroxide), [Br-].[NH4+] (ammonium bromide), [I-].[NH4+] (ammonium iodide), [N+](=O)([O-])[O-].[Ag+] (silver nitrate). Solvent: C(C)(=O)OCCCC (butyl acetate), O (water), O (water). Yields the product silver halide, [O-]C(=O)CCCCCCCCC.[Ag+] (silver caprate). RXN SMILES: [OH:1][C:2]([CH2:4][CH2:5][CH2:6][CH2:7][CH2:8][CH2:9][CH2:10][CH2:11][CH3:12])=[O:3].[OH-].[Na+].[Br-].[NH4+].[I-].[NH4+].[N+]([O-])([O-])=O.[Ag+:23]>C(OCCCC)(=O)C.O>[O-:3][C:2]([CH2:4][CH2:5][CH2:6][CH2:7][CH2:8][CH2:9][CH2:10][CH2:11][CH3:12])=[O:1].[Ag+:23] |f:1.2,3.4,5.6,7.8,11.12|. Procedure: A solution prepared by dissolving 11 g of capric acid in 100 ml of butyl acetate was mixed with a solution prepared by dissolving 1.8 g of sodium hydroxide in 150 ml of water and, further, 0.25 g of ammonium bromide and 0.02 g of ammonium iodide were added thereto, followed by stirring with a homogenizer at 1500 rpm to emulsify the system. While stirring, an aqueous solution prepared by dissolving 8.5 g of silver nitrate in 50 ml of water was added thereto to yield both silver halide and silver ... Starting materials: C(CC)N1CCC[C@@H]2C=3C=CC=C4NC=C(C[C@@H]12)C34 (6-propylergoline), C(=O)(C(F)(F)F)O (TFA), C(C)[SiH](CC)CC (triethylsilane). Yields the product C[C@H]1CN([C@@H]2C[C@@H]3CNC4=CC=CC(C2=C1)=C34)CCC ((3β,5β,8β)-9,10-Didehydro-2,3-dihydro-8-methyl-6-propylergoline). Isolated yield 7.0%. As a reaction SMILES: [CH2:1]([N:4]1[C@H:18]2[C@@H:8]([C:9]3[CH:10]=[CH:11][CH:12]=[C:13]4[C:19]=3[C:16]([CH2:17]2)=[CH:15][NH:14]4)[CH2:7][CH2:6][CH2:5]1)[CH2:2][CH3:3].[C:20](O)(C(F)(F)F)=O.C([SiH](CC)CC)C>>[CH3:20][C@@H:6]1[CH:7]=[C:8]2[C@@H:18]([CH2:17][C@H:16]3[C:19]4[C:13](=[CH:12][CH:11]=[CH:10][C:9]2=4)[NH:14][CH2:15]3)[N:4]([CH2:1][CH2:2][CH3:3])[CH2:5]1. Procedure details: A mixture of 1.5 g (6.7 mmol) of 6-desmethyllysergine (prepared by the N-demethylation of lysergine by cyanogen bromide), 1.8 g (13 mmol) of anhydrous potassium carbonate, 2.2 g (13 mmol) of 1-iodopropane and 50 ml of dry dimethylformamide was stirred for 42 hours. The solvent was evaporated in vacuo and the residue was digested with two 75 ml portions of ether and then filtered. The ether extracts were evaporated and the resulting solid residue was suspended in cold ether and collected by filtr...